This data is from the Open Reaction Database (ORD), a public repository of structured organic reaction records. The task is: describe an organic reaction: reactants, conditions, products, and yield The reactants are CC(=O)O[BH-](OC(C)=O)OC(C)=O, NCc1cccc(Oc2ccc(C3CCCCC3)cc2)c1, COC(=O)c1ccc(C=O)cc1, ClCCl, [Na+], [Na+], O=C([O-])O. Yields the product COC(=O)c1ccc(CNCc2cccc(Oc3ccc(C4CCCCC4)cc3)c2)cc1. As a reaction SMILES: [C:1]([O:2][BH-:3]([O:4][C:5](=[O:6])[CH3:7])[O:8][C:9](=[O:10])[CH3:11])(=[O:12])[CH3:13].[CH:15]1([c:21]2[cH:22][cH:23][c:24]([O:25][c:26]3[cH:27][c:28]([CH2:29][NH2:30])[cH:31][cH:32][cH:33]3)[cH:34][cH:35]2)[CH2:16][CH2:17][CH2:18][CH2:19][CH2:20]1.[CH:36](=[O:37])[c:38]1[cH:39][cH:40][c:41]([C:42](=[O:43])[O:44][CH3:45])[cH:46][cH:47]1.[Cl:53][CH2:54][Cl:55].[Na+:14].[Na+:52].[O-:48][C:49]([OH:50])=[O:51]>>[CH:15]1([c:21]2[cH:22][cH:23][c:24]([O:25][c:26]3[cH:27][c:28]([CH2:29][NH:30][CH2:36][c:38]4[cH:39][cH:40][c:41]([C:42](=[O:43])[O:44][CH3:45])[cH:46][cH:47]4)[cH:31][cH:32][cH:33]3)[cH:34][cH:35]2)[CH2:16][CH2:17][CH2:18][CH2:19][CH2:20]1. Reactants: COc1cc2nc(N3CCNCC3)nc(N)c2cc1OC, O=C(Cl)c1nccs1. Yields the product Cl, COc1cc2nc(N3CCN(C(=O)c4nccs4)CC3)nc(N)c2cc1OC. Reaction SMILES: [NH2:9][c:10]1[n:11][c:12]([N:24]2[CH2:25][CH2:26][NH:27][CH2:28][CH2:29]2)[n:13][c:14]2[cH:15][c:16]([O:22][CH3:23])[c:17]([O:20][CH3:21])[cH:18][c:19]12.[s:1]1[c:2]([C:6](=[O:7])[Cl:8])[n:3][cH:4][cH:5]1>>[ClH:8].[s:1]1[c:2]([C:6](=[O:7])[N:27]2[CH2:26][CH2:25][N:24]([c:12]3[n:11][c:10]([NH2:9])[c:19]4[c:14]([n:13]3)[cH:15][c:16]([O:22][CH3:23])[c:17]([O:20][CH3:21])[cH:18]4)[CH2:29][CH2:28]2)[n:3][cH:4][cH:5]1.